Dataset: the Open Reaction Database (ORD), a public repository of structured organic reaction records. Task: describe an organic reaction: reactants, conditions, products, and yield The reactants are CN1CC2=C(NC=3C(=CC=CC23)\C=C\C=2C=NC(=CC2)C)CC1 (2-methyl-6-[(E)-2-(6-methylpyridin-3-yl)vinyl]-2,3,4,5-tetrahydro-1H-pyrido[4,3-b]indole). Reagents/catalysts: O=[Pt]=O (Adam's catalyst). Run in C(C)O (ethanol). Reaction conditions: time 18 hour. Yields the product CN1CC2=C(NC=3C(=CC=CC23)CCC=2C=NC(=CC2)C)CC1 (2-methyl-6-[2-(6-methylpyridin-3-yl)ethyl]-2,3,4,5-tetrahydro-1H-pyrido[4,3-b]indole). As a reaction SMILES: [CH3:1][N:2]1[CH2:23][CH2:22][C:5]2[NH:6][C:7]3[C:8](/[CH:13]=[CH:14]/[C:15]4[CH:16]=[N:17][C:18]([CH3:21])=[CH:19][CH:20]=4)=[CH:9][CH:10]=[CH:11][C:12]=3[C:4]=2[CH2:3]1>O=[Pt]=O.C(O)C>[CH3:1][N:2]1[CH2:23][CH2:22][C:5]2[NH:6][C:7]3[C:8]([CH2:13][CH2:14][C:15]4[CH:16]=[N:17][C:18]([CH3:21])=[CH:19][CH:20]=4)=[CH:9][CH:10]=[CH:11][C:12]=3[C:4]=2[CH2:3]1. Procedure: Adam's catalyst (PtO2, 17 mg, 0.075 mmol; Aldrich) was added to a solution of the product of Example 1C (170 mg, 0.56 mmol) in ethanol (20 mL). The reaction flask was evacuated and purged with nitrogen (3 cycles) then evacuated and purged with hydrogen (4 cycles), and the mixture was stirred under hydrogen (1 atm) at room temperature for 18 hours. The flask was evacuated and purged with nitrogen (3 cycles), and the reaction mixture was filtered. The filtrate was concentrated under vacuum, and th... Reactants: NC1=C(C(=O)N)C=CC=C1C (2-amino-3-methylbenzamide), [H-].[H-].[H-].[H-].[Li+].[Al+3] (LiAlH4), O (H2O), 4n, [OH-].[Na+] (NaOH), O (H2O). Solvent: C1CCOC1 (THF), C1CCOC1 (THF). Conditions: temperature 0 celsius. Product: NCC1=C(C(=CC=C1)C)N (2-Aminomethyl-6-methyl-phenylamine). Yield: 3.1%. RXN SMILES: [NH2:1][C:2]1[C:10]([CH3:11])=[CH:9][CH:8]=[CH:7][C:3]=1[C:4]([NH2:6])=O.[H-].[H-].[H-].[H-].[Li+].[Al+3].O.[OH-].[Na+]>C1COCC1>[NH2:6][CH2:4][C:3]1[CH:7]=[CH:8][CH:9]=[C:10]([CH3:11])[C:2]=1[NH2:1] |f:1.2.3.4.5.6,8.9|. Procedure details: Under an atmosphere of argon, a solution 2-amino-3-methylbenzamide (1.2 g, 80 mmol) in THF (25 ml) was added to a suspension of LiAlH4 (1.52 g, 40 mmol) in THF (25 ml) over 20 min. The suspension was heated to reflux (4 h). For workup, the mixture was cooled to 0° C., and 1.5 ml H2O, 3 ml 4n NaOH, and 3 ml H2O were added subsequently. The suspension was dried (Na2SO4), and evaporated under reduced pressure. The title compound (338 mg, 31%) was isolated from the residue by chromatographic purific... Starting materials: COC=1C=C(C=C(C1OCOC)OC)C(CS)S (1-(3,5-dimethoxy-4-methoxymethoxyphenyl)-1,2-ethanedithiol), COC=1C=C(C=S)C=C(C1C)OC (3,5-dimethoxy-4-methylthiobenzaldehyde), C1(=CC=C(C=C1)S(=O)(=O)[O-])C.[NH+]1=CC=CC=C1 (pyridinium para-toluenesulfonate), C1=CC=CC=C1 (benzene). Run in C1=CC=CC=C1.O (benzene water). Yields the product COC1=C(SC(=C1C)OC)[C@@H]1SC[C@H](S1)C1=CC(=C(C(=C1)OC)OC)OC (trans-2-(3,5-dimethoxy-4-methylthiophenyl)-4-(-3,4,5-trimethoxyphenyl)-1,3-dithiolane). RXN SMILES: [CH3:1][O:2][C:3]1[CH:4]=[C:5]([CH:15]([SH:18])[CH2:16][SH:17])[CH:6]=[C:7]([O:13][CH3:14])[C:8]=1[O:9][CH2:10]OC.[CH3:19][O:20][C:21]1[CH:22]=[C:23](C=[C:27]([O:30][CH3:31])[C:28]=1[CH3:29])C=S.C1(C)C=CC([S:38]([O-])(=O)=O)=CC=1.[NH+]1C=CC=CC=1.C1C=CC=CC=1>C1C=CC=CC=1.O>[CH3:19][O:20][C:21]1[C:28]([CH3:29])=[C:27]([O:30][CH3:31])[S:38][C:22]=1[C@H:23]1[S:18][C@H:15]([C:5]2[CH:6]=[C:7]([O:13][CH3:14])[C:8]([O:9][CH3:10])=[C:3]([O:2][CH3:1])[CH:4]=2)[CH2:16][S:17]1 |f:2.3,5.6|. Procedure: 1-(3,4,5-trimethoxyphenyl)-1,2-ethanedithiol (39) (0.148 g,0.57 mmole), 3,5-dimethoxy-4-methylthiobenzaldehyde (48) (FIG. 23) (0.11 g, 0.519 mmole) and 0.052 g of pyridinium para-toluenesulfonate was added to 40 ml dry benzene and refluxed with Dean-Stark removal of the benzene- water azeotrope for 48 hours. The benzene was removed in vacuo, and the remaining oil redissolved in dichloromethane. The organic layer was washed with 3×30 ml H2O and was dried over MgSO4, and evaporated in vacuo to an ... The reactants are NC1=C2C(C(=CN(C2=C(C(=C1F)N1C[C@@H](CC1)C(C=1SC=CN1)N)F)[C@H]1[C@H](C1)F)C(=O)O)=O (5-Amino-7-[3-(R)-(1-amino-1-(thiazol-2-yl)methyl)-1-pyrrolidinyl]-6,8-difluoro-1-[2-(S)-fluoro-1-(R)-cyclopropyl]-1,4-dihydro-4-oxoquinoline-3-carboxylic acid), NC1=C2C(C(=CN(C2=C(C(=C1F)F)F)[C@H]1[C@H](C1)F)C(=O)O)=O (5-amino-6,7,8-trifluoro-1-[2-(S)-fluoro-1-(R)-cyclopropyl]-1,4-dihydro-4-oxoquinoline-3-carboxylic acid). Solvent: C(C)#N (acetonitrile). Product: NC1=C2C(C(=CN(C2=C(C(=C1F)N1C[C@@H](CC1)C(C1=NC=CC=C1)N)F)[C@H]1[C@H](C1)F)C(=O)O)=O (5-Amino-7-{3-(R)-[1-amino-1-(2-pyridyl)methyl]-pyrrolidinyl}-6,8-difluoro-1-[(1R,2S)-2-fluorocyclopropyl]-1,4-dihydro-4-oxoquinoline-3-carboxylic acid). Isolated yield 66.7%. As a reaction SMILES: [NH2:1][C:2]1[C:11]([F:12])=[C:10]([N:13]2[CH2:17][CH2:16][C@@H:15]([CH:18]([NH2:24])[C:19]3S[CH:21]=[CH:22][N:23]=3)[CH2:14]2)[C:9]([F:25])=[C:8]2[C:3]=1[C:4](=[O:33])[C:5]([C:30]([OH:32])=[O:31])=[CH:6][N:7]2[C@@H:26]1[CH2:28][C@@H:27]1[F:29].N[C:35]1C(F)=C(F)C(F)=C2[C:36]=1C(=O)C(C(O)=O)=CN2[C@@H]1C[C@@H]1F>C(#N)C>[NH2:1][C:2]1[C:11]([F:12])=[C:10]([N:13]2[CH2:17][CH2:16][C@@H:15]([CH:18]([NH2:24])[C:19]3[CH:36]=[CH:35][CH:21]=[CH:22][N:23]=3)[CH2:14]2)[C:9]([F:25])=[C:8]2[C:3]=1[C:4](=[O:33])[C:5]([C:30]([OH:32])=[O:31])=[CH:6][N:7]2[C@@H:26]1[CH2:28][C@@H:27]1[F:29]. Procedure: 3-(R)-[1-Tert-butoxycarbonylamino-1-(2-pyridyl)methyl]pyrrolidine [F1] (339 mg, 1.22 mmol) was added to an acetonitrile suspension (10 ml) of 5-amino-6,7,8-trifluoro-1-[2-(S)-fluoro-1-(R)-cyclopropyl]-1,4-dihydro-4-oxoquinoline-3-carboxylic acid (316 mg, 1.00 mmol), and the mixture was heated under reflux for 14 hours in the presence of triethylmine (0.5 ml). After cooling, the solvent of the reaction solution was evaporated under a reduced pressure. The resulting residue was dissolved in chloro...